This data is from the Open Reaction Database (ORD), a public repository of structured organic reaction records. The task is: describe an organic reaction: reactants, conditions, products, and yield Reactants: C(CCCCCCC)(=O)C1=CN(C2=CC=CC=C12)CCCC(=O)OCC (ethyl 4-(3-octanoyl-1-indolyl)butyrate), C(CCCCCC)(=O)C1=CN(C2=CC=CC=C12)CCCC(=O)OCC (ethyl 4-(3-heptanoyl-1-indolyl)butyrate). Yields the product C(CCCCCCC)(=O)C1=CN(C2=CC=CC=C12)CCCC(=O)O (4-(3-octanoyl-1-indolyl)butyric acid). As a reaction SMILES: [C:1]([C:10]1[C:18]2[C:13](=[CH:14][CH:15]=[CH:16][CH:17]=2)[N:12]([CH2:19][CH2:20][CH2:21][C:22]([O:24]CC)=[O:23])[CH:11]=1)(=[O:9])[CH2:2][CH2:3][CH2:4][CH2:5][CH2:6][CH2:7][CH3:8].C(C1C2C(=CC=CC=2)N(CCCC(OCC)=O)C=1)(=O)CCCCCC>>[C:1]([C:10]1[C:18]2[C:13](=[CH:14][CH:15]=[CH:16][CH:17]=2)[N:12]([CH2:19][CH2:20][CH2:21][C:22]([OH:24])=[O:23])[CH:11]=1)(=[O:9])[CH2:2][CH2:3][CH2:4][CH2:5][CH2:6][CH2:7][CH3:8]. Procedure details: The procedure of Ex. 2 was repeated except that ethyl 4-(3-octanoyl-1-indolyl)butyrate obtained in Ex. 3 was used in place of ethyl 4-(3-heptanoyl-1-indolyl)butyrate to give 4-(3-octanoyl-1-indolyl)butyric acid. Reactants: FCC(=O)NC1=CC=CC=C1 (2-fluoroacetanilide), BrC1=NC=CC=C1 (2-bromopyridine). Product: FCC(=O)N(C1=CC=CC=C1)C1=NC=CC=C1 (2-fluoro-N-(2-pyridyl)acetanilide). Isolated yield 75.2%. Reaction SMILES: [F:1][CH2:2][C:3]([NH:5][C:6]1[CH:11]=[CH:10][CH:9]=[CH:8][CH:7]=1)=[O:4].Br[C:13]1[CH:18]=[CH:17][CH:16]=[CH:15][N:14]=1>>[F:1][CH2:2][C:3]([N:5]([C:13]1[CH:18]=[CH:17][CH:16]=[CH:15][N:14]=1)[C:6]1[CH:11]=[CH:10][CH:9]=[CH:8][CH:7]=1)=[O:4]. Procedure details: Using 2-fluoroacetanilide (4.6 g) and 2-bromopyridine (9.5 g), a reaction was made in the same manner as in 1) of Production Example 14. The subsequent purification by silica gel column chromatography (developing solvent, ethyl acetate:hexane=1:1.5) produced 2-fluoro-N-(2-pyridyl)acetanilide (5.2 g, crude product) as a red oil. Reactants: S(=O)(=O)(OC)OC (Dimethyl sulfate), ClC1=CC=CC2=C1N=CS2=O (4-Chlorobenzothiazolone), [OH-].[Na+] (sodium hydroxide), C(CCl)Cl (ethylene dichloride). The reagents and catalysts are [Br-].C(CCC)[N+](CCCC)(CCCC)CCCC (tetra-n-butylammonium bromide). Run in O (water). Run at time 1 hour. Yields the product ClC1=CC=CC2=C1N(CS2=O)C (4-chloro-N-methylbenzothiazolone). Isolated yield 93.9%. As a reaction SMILES: [Cl:1][C:2]1[C:7]2[N:8]=[CH:9][S:10](=[O:11])[C:6]=2[CH:5]=[CH:4][CH:3]=1.[OH-].[Na+].[CH2:14](Cl)CCl.S(OC)(OC)(=O)=O>O.[Br-].C([N+](CCCC)(CCCC)CCCC)CCC>[Cl:1][C:2]1[C:7]2[N:8]([CH3:14])[CH2:9][S:10](=[O:11])[C:6]=2[CH:5]=[CH:4][CH:3]=1 |f:1.2,6.7|. Reported procedure: 4-Chlorobenzothiazolone (9.28 g, 0.05 mole) was dissolved in a solution of sodium hydroxide (3.19 g, 0.075 mole) in water (500 ml), and tetra-n-butylammonium bromide (0.48 g, 0.0015 mole) and ethylene dichloride (300 ml) were added thereto. Dimethyl sulfate (9.40 g, 0.075 mole) was added dropwise thereto at room temperature, and the mixture was stirred at room temperature for 1 hour, followed by phase-separation. The ethylene dichloride layer was washed once with water, and the solvent was remov... Reactants: COC(=O)C1CN(c2ccc(Cl)nn2)CC1c1ccc(Cl)cc1, COC(=O)C1CN(c2ccc(=O)[nH]n2)CC1c1ccc(Cl)cc1. Yields the product O=C(O)C1CN(c2ccc(=O)[nH]n2)CC1c1ccc(Cl)cc1. Reaction SMILES: [Cl:1][c:2]1[cH:3][cH:4][c:5]([CH:6]2[CH2:7][N:8]([c:9]3[n:10][n:11][c:12]([Cl:13])[cH:14][cH:15]3)[CH2:16][CH:17]2[C:18]([O:19][CH3:20])=[O:21])[cH:22][cH:23]1.[Cl:24][c:25]1[cH:26][cH:27][c:28]([CH:31]2[CH:32]([C:43](=[O:44])[O:45][CH3:46])[CH2:33][N:34]([c:36]3[n:37][nH:38][c:39](=[O:42])[cH:40][cH:41]3)[CH2:35]2)[cH:29][cH:30]1>>[Cl:24][c:25]1[cH:26][cH:27][c:28]([CH:31]2[CH:32]([C:43](=[O:44])[OH:45])[CH2:33][N:34]([c:36]3[n:37][nH:38][c:39](=[O:42])[cH:40][cH:41]3)[CH2:35]2)[cH:29][cH:30]1. Reactants: S(=S)(=O)([O-])[O-].[Na+].[Na+] (sodium thiosulphate), CC=1N(C2=CC=C(C=C2C1)NS(=O)(=O)C)CC(=O)OCC (2-methyl-5-[(methylsulfonyl)amino]-1H-indole-1-acetic acid, ethyl ester), ClC1=C(C=CC=C1)S (2-chlorobenzenethiol), II (iodine). Run in CN(C=O)C (dimethyl formamide). Reaction conditions: time 8 hour. Yields the product ClC1=C(C=CC=C1)SC1=C(N(C2=CC=C(C=C12)NS(=O)(=O)C)CC(=O)OCC)C (3-[(2-chlorophenyl)thio]2-methyl-5-[(methylsulfonyl)amino]-1H-indole-1-acetic acid, ethyl ester). The yield is 44.2%. Reaction SMILES: [CH3:1][C:2]1[N:3]([CH2:16][C:17]([O:19][CH2:20][CH3:21])=[O:18])[C:4]2[C:9]([CH:10]=1)=[CH:8][C:7]([NH:11][S:12]([CH3:15])(=[O:14])=[O:13])=[CH:6][CH:5]=2.[Cl:22][C:23]1[CH:28]=[CH:27][CH:26]=[CH:25][C:24]=1[SH:29].II.S([O-])([O-])(=O)=S.[Na+].[Na+]>CN(C)C=O>[Cl:22][C:23]1[CH:28]=[CH:27][CH:26]=[CH:25][C:24]=1[S:29][C:10]1[C:9]2[C:4](=[CH:5][CH:6]=[C:7]([NH:11][S:12]([CH3:15])(=[O:14])=[O:13])[CH:8]=2)[N:3]([CH2:16][C:17]([O:19][CH2:20][CH3:21])=[O:18])[C:2]=1[CH3:1] |f:3.4.5|. Reported procedure: 2-methyl-5-[(methylsulfonyl)amino]-1H-indole-1-acetic acid, ethyl ester (0.31 g) and 2-chlorobenzenethiol (0.27 g) were dissolved in dimethyl formamide (3 ml) followed by addition of iodine 0.30 g) for the whole to be stirred at room temperature overnight. The mixture was poured into aqueous sodium thiosulphate (50 ml) and the resultant white precipitate collected by filtration and rinsed with water, dried under vacuum to be recrystallised from ethanol. The crystals were harvested and rinsed wit... Starting materials: C1(=CC=C(C=C1)N)C1=CC=CC=C1 (biphenyl-4-ylamine), COC(=O)C=1OC(=C(C1)C=O)C (4-Formyl-5-methyl-furan-2-carboxylic acid methyl ester), C(#N)[BH3-].[Na+] (Sodium cyanoborohydride). The solvent is CO (methanol). Reaction conditions: time 18 hour. Yields the product COC(=O)C=1OC(=C(C1)CNC1=CC=C(C=C1)C1=CC=CC=C1)C (4-(Biphenyl-4-ylaminomethyl)-5-methyl-furan-2-carboxylic acid methyl ester). Isolated yield 29.1%. As a reaction SMILES: [C:1]1([C:8]2[CH:13]=[CH:12][CH:11]=[CH:10][CH:9]=2)[CH:6]=[CH:5][C:4]([NH2:7])=[CH:3][CH:2]=1.[CH3:14][O:15][C:16]([C:18]1[O:19][C:20]([CH3:25])=[C:21]([CH:23]=O)[CH:22]=1)=[O:17].C([BH3-])#N.[Na+]>CO>[CH3:14][O:15][C:16]([C:18]1[O:19][C:20]([CH3:25])=[C:21]([CH2:23][NH:7][C:4]2[CH:3]=[CH:2][C:1]([C:8]3[CH:13]=[CH:12][CH:11]=[CH:10][CH:9]=3)=[CH:6][CH:5]=2)[CH:22]=1)=[O:17] |f:2.3|. Procedure: A solution of biphenyl-4-ylamine (150 mg, 0.883 mmoles) and 4-formyl-5-methyl-furan-2-carboxylic acid methyl ester (157) (135 mg, 0.803 mmoles) in methanol (2.0 ml) was stirred over molecular sieves (type 3 Å) for 1 hour. Sodium cyanoborohydride (55 mg, 0.883 mmoles) was added and the mixture stirred for 18 hour at room temperature. The mixture was concentrated and partitioned between ethyl acetate (25 ml) and saturated aqueous sodium bicarbonate (30 ml). The aqueous phase was re-extracted with ... The reactants are C1CCNCC1, CCO, Cc1cc(-c2cc(COS(C)(=O)=O)c(=O)n(CC(C)C)n2)ccc1F. Yields the product Cc1cc(-c2cc(CN3CCCCC3)c(=O)n(CC(C)C)n2)ccc1F. RXN SMILES: [CH2:26]1[CH2:27][CH2:28][NH:29][CH2:30][CH2:31]1.[CH3:32][CH2:33][OH:34].[F:1][c:2]1[c:3]([CH3:25])[cH:4][c:5](-[c:8]2[cH:9][c:10]([CH2:19][O:20][S:21]([CH3:22])(=[O:23])=[O:24])[c:11](=[O:18])[n:12]([CH2:14][CH:15]([CH3:16])[CH3:17])[n:13]2)[cH:6][cH:7]1>>[F:1][c:2]1[c:3]([CH3:25])[cH:4][c:5](-[c:8]2[cH:9][c:10]([CH2:19][N:29]3[CH2:28][CH2:27][CH2:26][CH2:31][CH2:30]3)[c:11](=[O:18])[n:12]([CH2:14][CH:15]([CH3:16])[CH3:17])[n:13]2)[cH:6][cH:7]1. Reactants: ClC1=C(C=C(C(=C1)Br)Cl)O (2,5-Dichloro-4-bromo-phenol), C=O (formalin). Product: OC1=C(CO)C(=C(C=C1Cl)Br)Cl (2-hydroxy-3,6-dichloro-5-bromo-benzyl alcohol). RXN SMILES: [Cl:1][C:2]1[CH:7]=[C:6]([Br:8])[C:5]([Cl:9])=[CH:4][C:3]=1[OH:10].[CH2:11]=[O:12]>>[OH:10][C:3]1[C:2]([Cl:1])=[CH:7][C:6]([Br:8])=[C:5]([Cl:9])[C:4]=1[CH2:11][OH:12]. Procedure: 2,5-Dichloro-4-bromo-phenol was hydroxymethylated in alkaline aqueous solution with excess formalin at 40°C, using a procedure analogous to that described in U.S. Pat. No. 2,631,169 to produce 2-hydroxy-3,6-dichloro-5-bromo-benzyl alcohol. The reactants are [Cl-].[NH4+] (ammonium chloride), C(C)(=O)OC=1C(=CC2=C(CC(O2)(C)C=NNC(=N)N)C1C(C)(C)C)C(C)(C)C (1-[(5-acetoxy-4,6-di-t-butyl-2-methyl-2,3-dihydrobenzofuran-2-yl)methylideneamino]guanidine), [H-].[Al+3].[Li+].[H-].[H-].[H-] (lithium aluminum hydride). Run in O1CCCC1 (tetrahydrofuran), O1CCCC1 (tetrahydrofuran). The product is C(C)(C)(C)C1=C(C(=CC2=C1CC(O2)(C)CNNC(=N)N)C(C)(C)C)O (1-[(4,6-di-t-butyl-5-hydroxy-2-methyl-2,3-dihydrobenzofuran-2-yl)methylamino]guanidine). Isolated yield 75.8%. As a reaction SMILES: C([O:4][C:5]1[C:6]([C:25]([CH3:28])([CH3:27])[CH3:26])=[CH:7][C:8]2[O:12][C:11]([CH:14]=[N:15][NH:16][C:17]([NH2:19])=[NH:18])([CH3:13])[CH2:10][C:9]=2[C:20]=1[C:21]([CH3:24])([CH3:23])[CH3:22])(=O)C.[H-].[Al+3].[Li+].[H-].[H-].[H-].[Cl-].[NH4+]>O1CCCC1>[C:21]([C:20]1[C:9]2[CH2:10][C:11]([CH2:14][NH:15][NH:16][C:17]([NH2:19])=[NH:18])([CH3:13])[O:12][C:8]=2[CH:7]=[C:6]([C:25]([CH3:28])([CH3:27])[CH3:26])[C:5]=1[OH:4])([CH3:24])([CH3:22])[CH3:23] |f:1.2.3.4.5.6,7.8|. Procedure details: Under a nitrogen atmosphere, a solution of 1.0 g of 1-[(5-acetoxy-4,6-di-t-butyl-2-methyl-2,3-dihydrobenzofuran-2-yl)methylideneamino]guanidine in 10 ml of tetrahydrofuran was added dropwise to a suspension of 0.98 g of lithium aluminum hydride in 20 ml of tetrahydrofuran at room temperature. After heating under reflux for 14 hours, a saturated aqueous ammonium chloride was added under ice-cooling, insoluble matters were filtered off on Celite and the filtrate was extracted with ethyl acetate. T... Starting materials: Nc1cccc(OCc2ccccc2)c1, C1COCCO1, Cl, N#CN, [Na+], [OH-]. Yields the product N=C(N)Nc1cccc(OCc2ccccc2)c1. RXN SMILES: [CH2:1]([c:2]1[cH:3][cH:4][cH:5][cH:6][cH:7]1)[O:8][c:9]1[cH:10][c:11]([NH2:15])[cH:12][cH:13][cH:14]1.[CH2:22]1[O:23][CH2:24][CH2:25][O:26][CH2:27]1.[ClH:19].[NH2:16][C:17]#[N:18].[Na+:21].[OH-:20]>>[CH2:1]([c:2]1[cH:3][cH:4][cH:5][cH:6][cH:7]1)[O:8][c:9]1[cH:10][c:11]([NH:15][C:17](=[NH:16])[NH2:18])[cH:12][cH:13][cH:14]1.